Dataset: the Open Reaction Database (ORD), a public repository of structured organic reaction records. Task: describe an organic reaction: reactants, conditions, products, and yield Starting materials: COC(=O)N1CCC(=CC1)C1=CC(=CC=C1)S(=O)(=O)C (4-(3-Methanesulfonyl-phenyl)-3,6-dihydro-2H-pyridine-1-carboxylic acid methyl ester), Cl (hydrochloric acid). Reagents/catalysts: [Pd] (Pd/C). The solvent is CO (methanol). The product is COC(=O)N1CCC(CC1)C1=CC(=CC=C1)S(=O)(=O)C (4-(3-Methanesulfonyl-phenyl)-piperidin-1-carboxylic acid methyl ester). RXN SMILES: [CH3:1][O:2][C:3]([N:5]1[CH2:10][CH:9]=[C:8]([C:11]2[CH:16]=[CH:15][CH:14]=[C:13]([S:17]([CH3:20])(=[O:19])=[O:18])[CH:12]=2)[CH2:7][CH2:6]1)=[O:4].Cl>CO.[Pd]>[CH3:1][O:2][C:3]([N:5]1[CH2:10][CH2:9][CH:8]([C:11]2[CH:16]=[CH:15][CH:14]=[C:13]([S:17]([CH3:20])(=[O:19])=[O:18])[CH:12]=2)[CH2:7][CH2:6]1)=[O:4]. Reported procedure: 4-(3-Methanesulfonyl-phenyl)-3,6-dihydro-2H-pyridine-1-carboxylic acid methyl ester (2.0 g) was dissolved in methanol (40 ml). Concentrated hydrochloric acid (2 ml) and Pd/C (500 mg) were added. The resulting mixture was hydrogenated under a hydrogen gas pressure (50 psi) for 8 h and then filtered through a pad of celite. The solvent was evaporated in vacuum and the residue was purified by flash chromatography (CH2Cl2: MeOH, 3:1 (v/v)). Yield 0.92 g MS m/z (relative intensity, 70 eV) 297 (M+, 54... Reactants: BrBr (bromine), FC(C1=C(C=CC=C1)C(C)=O)(F)F (2′-(Trifluoromethyl)acetophenone), O (water). Solvent: C(C)OCC (diethyl ether), C(Cl)(Cl)Cl (chloroform), C(Cl)(Cl)Cl (chloroform). Run at temperature 25 celsius, time 1 hour. Product: BrCC(=O)C1=C(C=CC=C1)C(F)(F)F (2-bromo-1-(2-trifluoromethylphenyl)ethanone). Reaction SMILES: [F:1][C:2]([F:13])([F:12])[C:3]1[CH:8]=[CH:7][CH:6]=[CH:5][C:4]=1[C:9](=[O:11])[CH3:10].[Br:14]Br.O>C(Cl)(Cl)Cl.C(OCC)C>[Br:14][CH2:10][C:9]([C:4]1[CH:5]=[CH:6][CH:7]=[CH:8][C:3]=1[C:2]([F:12])([F:13])[F:1])=[O:11]. Procedure: 2′-(Trifluoromethyl)acetophenone (10.0 g) was dissolved in chloroform (30 mL) and diethyl ether (30 mL), a solution of bromine (8.50 g) in chloroform (20 mL) was added dropwise while maintaining the reaction temperature at not higher than 25° C. After the dropwise addition, the mixture was stirred at room temperature for 1 hr, water was added to the reaction mixture and the mixture was extracted with chloroform. The extract was washed with saturated brine, dried over anhydrous magnesium sulfate,... The yield is 64.5%. Reactants: FC1=C(C(=O)O)C=CC(=C1F)OCCCCCCCCCCCC (2,3-difluoro-4-dodecyloxybenzoic acid), C(CCCC)[C@@H]1CC[C@H](CC1)/C=C/CCC1=CC=C(C=C1)O (4-[4E-(trans-4-pentylcyclohexyl)-3-butenyl]phenol), C1(CCCCC1)N=C=NC1CCCCC1 (N,N'-dicyclohexylcarbodiimide). The solvent is ClCCl (dichloromethane). RXN SMILES: [F:1][C:2]1[C:10]([F:11])=[C:9]([O:12][CH2:13][CH2:14][CH2:15][CH2:16][CH2:17][CH2:18][CH2:19][CH2:20][CH2:21][CH2:22][CH2:23][CH3:24])[CH:8]=[CH:7][C:3]=1[C:4]([OH:6])=[O:5].[CH2:25]([C@H:30]1[CH2:35][CH2:34][C@H:33](/[CH:36]=[CH:37]/[CH2:38][CH2:39][C:40]2[CH:45]=[CH:44][C:43](O)=[CH:42][CH:41]=2)[CH2:32][CH2:31]1)[CH2:26][CH2:27][CH2:28][CH3:29].C1(N=C=NC2CCCCC2)CCCCC1>CN(C)C1C=CN=CC=1.ClCCl>[CH2:25]([C@H:30]1[CH2:31][CH2:32][C@H:33](/[CH:36]=[CH:37]/[CH2:38][CH2:39][C:40]2[CH:41]=[CH:42][C:43]([O:5][C:4](=[O:6])[C:3]3[CH:7]=[CH:8][C:9]([O:12][CH2:13][CH2:14][CH2:15][CH2:16][CH2:17][CH2:18][CH2:19][CH2:20][CH2:21][CH2:22][CH2:23][CH3:24])=[C:10]([F:11])[C:2]=3[F:1])=[CH:44][CH:45]=2)[CH2:34][CH2:35]1)[CH2:26][CH2:27][CH2:28][CH3:29]. Procedure: 1.7 g of 2,3-difluoro-4-dodecyloxybenzoic acid, 1.5 g of 4-[4E-(trans-4-pentylcyclohexyl)-3-butenyl]phenol and 0.1 g of 4-(dimethylamino)pyridine were dissolved in 250 ml of dichloromethane and the solution was treated portionwise within 10 minutes while stirring with 1/2 g of N,N'-dicyclohexylcarbodiimide. The mixture was stirred at room temperature overnight and then filtered. The filtrate was diluted with dichloromethane, washed twice with 50 ml of saturated sodium carbonate solution each tim... Reagents/catalysts: CN(C1=CC=NC=C1)C (4-(dimethylamino)pyridine). Reaction conditions: time 8 hour. The product is C(CCCC)[C@@H]1CC[C@H](CC1)/C=C/CCC1=CC=C(C=C1)OC(C1=C(C(=C(C=C1)OCCCCCCCCCCCC)F)F)=O (2,3-difluoro-4-dodecyloxybenzoic acid 4-[4E-(trans-4-pentylcyclohexyl)-3-butenyl]phenyl ester). Reactants: ClC=1C=C(C=CC1Cl)C1=NC=2N(C(=C1)C(F)F)N=CC2C(=O)O (5-(3,4-dichloro-phenyl)-7-difluoromethyl-pyrazolo[1,5-a]pyrimidine-3-carboxylic acid), N1(CCOCC1)S(=O)(=O)C=1C=C(C=CC1)N (3-(morpholine-4-sulfonyl)-phenylamine). Yields the product N1(CCOCC1)S(=O)(=O)C=1C=C(C=CC1)NC(=O)C=1C=NN2C1N=C(C=C2C(F)F)C2=CC(=C(C=C2)Cl)Cl (5-(3,4-Dichloro-phenyl)-7-difluoromethyl-pyrazolo[1,5-a]pyrimidine-3-carboxylic acid[3-(morpholine-4-sulfonyl)-phenyl]-amide). Reaction SMILES: [Cl:1][C:2]1[CH:3]=[C:4]([C:9]2[CH:14]=[C:13]([CH:15]([F:17])[F:16])[N:12]3[N:18]=[CH:19][C:20]([C:21]([OH:23])=O)=[C:11]3[N:10]=2)[CH:5]=[CH:6][C:7]=1[Cl:8].[N:24]1([S:30]([C:33]2[CH:34]=[C:35]([NH2:39])[CH:36]=[CH:37][CH:38]=2)(=[O:32])=[O:31])[CH2:29][CH2:28][O:27][CH2:26][CH2:25]1>>[N:24]1([S:30]([C:33]2[CH:34]=[C:35]([NH:39][C:21]([C:20]3[CH:19]=[N:18][N:12]4[C:13]([CH:15]([F:16])[F:17])=[CH:14][C:9]([C:4]5[CH:5]=[CH:6][C:7]([Cl:8])=[C:2]([Cl:1])[CH:3]=5)=[N:10][C:11]=34)=[O:23])[CH:36]=[CH:37][CH:38]=2)(=[O:32])=[O:31])[CH2:25][CH2:26][O:27][CH2:28][CH2:29]1. Reported procedure: The title compound was prepared from 5-(3,4-dichloro-phenyl)-7-difluoromethyl-pyrazolo[1,5-a]pyrimidine-3-carboxylic acid (example C.7) and 3-(morpholine-4-sulfonyl)-phenylamine [CAS 22184-97-0; commercially available] according to general procedure II. Yellow solid. MS (ISP) 582.1 [(M+H)+]; mp 231° C. Reactants: C[S-], CS(C)=O, Clc1ccnc(Oc2ccccc2)n1, [Na+], CN(C)C=O, O. Yields the product CSc1ccnc(Oc2ccccc2)n1. As a reaction SMILES: [CH3:15][S-:16].[CH3:18][S:19]([CH3:20])=[O:21].[Cl:1][c:2]1[n:3][c:4]([O:8][c:9]2[cH:10][cH:11][cH:12][cH:13][cH:14]2)[n:5][cH:6][cH:7]1.[Na+:17].[O:22]=[CH:23][N:24]([CH3:25])[CH3:26].[OH2:27]>>[c:2]1([S:16][CH3:15])[n:3][c:4]([O:8][c:9]2[cH:10][cH:11][cH:12][cH:13][cH:14]2)[n:5][cH:6][cH:7]1. Reactants: [Na] (sodium), BrC1=C(C=CC(=C1)F)N=NC1(C(OC(OC1=O)(C)C)=O)C (5-(2-Bromo-4-fluoro-phenylazo)-2,2,5-trimethyl-[1,3]dioxane-4,6-dione), O (water). Solvent: C(C)O (ethanol), C(C)O (ethanol). Conditions: time 5 hour. Product: C(C)OC(/C(/C)=N/NC1=C(C=C(C=C1)F)Br)=O ((E)-2-[(2-Bromo-4-fluoro-phenyl)-hydrazono]-propionic acid ethyl ester). Reaction SMILES: [Br:1][C:2]1[CH:7]=[C:6]([F:8])[CH:5]=[CH:4][C:3]=1[N:9]=[N:10][C:11]1(C)[C:16](=O)O[C:14](C)([CH3:18])[O:13][C:12]1=[O:20].[Na].O>C(O)C>[CH2:14]([O:13][C:12](=[O:20])/[C:11](=[N:10]/[NH:9][C:3]1[CH:4]=[CH:5][C:6]([F:8])=[CH:7][C:2]=1[Br:1])/[CH3:16])[CH3:18] |^1:21|. Reported procedure: To a cooled (ice-bath) suspension of 126 g 5-(2-Bromo-4-fluoro-phenylazo)-2,2,5-trimethyl-[1,3]dioxane-4,6-dione in 550 ml ethanol was added a solution of 7.8 g sodium in 200 ml ethanol. The mixture was stirred 5 h at room temperature, poured into 200 ml water and the organics extracted with ethyl acetate. The combined organic phases were washed with brine, dried over magnesium sulfate and evaporated. The resulting orange oil solidified upon drying under vacuum to afford the title compound. Yiel...